From a dataset of the Open Reaction Database (ORD), a public repository of structured organic reaction records. describe an organic reaction: reactants, conditions, products, and yield Reactants: O=C([O-])O, ClCCl, C=CC(OCc1ccccc1)C(NS(=O)(=O)c1ccc(-c2ccc(OC)cc2)cc1)C(=O)OC, [Na+], O, O=C(OO)c1cccc(Cl)c1. As a reaction SMILES: [C:49](=[O:50])([OH:51])[O-:52].[CH2:46]([Cl:47])[Cl:48].[CH3:1][O:2][c:3]1[cH:4][cH:5][c:6](-[c:9]2[cH:10][cH:11][c:12]([S:15](=[O:16])(=[O:17])[NH:18][CH:19]([C:20](=[O:21])[O:22][CH3:23])[CH:24]([CH:25]=[CH2:26])[O:27][CH2:28][c:29]3[cH:30][cH:31][cH:32][cH:33][cH:34]3)[cH:13][cH:14]2)[cH:7][cH:8]1.[Na+:53].[OH2:54].[OH:35][O:36][C:37]([c:38]1[cH:39][c:40]([Cl:41])[cH:42][cH:43][cH:44]1)=[O:45]>>[CH3:1][O:2][c:3]1[cH:4][cH:5][c:6](-[c:9]2[cH:10][cH:11][c:12]([S:15](=[O:16])(=[O:17])[NH:18][CH:19]([C:20](=[O:21])[O:22][CH3:23])[CH:24]([CH:25]3[CH2:26][O:35]3)[O:27][CH2:28][c:29]3[cH:30][cH:31][cH:32][cH:33][cH:34]3)[cH:13][cH:14]2)[cH:7][cH:8]1. Product: COC(=O)C(NS(=O)(=O)c1ccc(-c2ccc(OC)cc2)cc1)C(OCc1ccccc1)C1CO1. The reactants are Cl, CC(C)n1cc(-c2nc(C(N)=O)c(N)nc2-c2ccc(F)cc2)ccc1=O, [Na+], C1COCCO1, [OH-]. The product is CC(C)n1cc(-c2nc(C(=O)O)c(N)nc2-c2ccc(F)cc2)ccc1=O. Reaction SMILES: [ClH:28].[NH2:1][c:2]1[c:3]([C:25](=[O:26])[NH2:27])[n:4][c:5](-[c:15]2[cH:16][n:17]([CH:22]([CH3:23])[CH3:24])[c:18](=[O:21])[cH:19][cH:20]2)[c:6](-[c:8]2[cH:9][cH:10][c:11]([F:14])[cH:12][cH:13]2)[n:7]1.[Na+:36].[O:29]1[CH2:30][CH2:31][O:32][CH2:33][CH2:34]1.[OH-:35]>>[NH2:1][c:2]1[c:3]([C:25](=[O:26])[OH:29])[n:4][c:5](-[c:15]2[cH:16][n:17]([CH:22]([CH3:23])[CH3:24])[c:18](=[O:21])[cH:19][cH:20]2)[c:6](-[c:8]2[cH:9][cH:10][c:11]([F:14])[cH:12][cH:13]2)[n:7]1. As a reaction SMILES: [CH3:1][C:2]([CH3:30])([CH3:29])[C:3](=[O:28])[CH2:4][O:5][C:6]1[CH:11]=[CH:10][C:9]([C:12]([C:17]2[S:21][C:20]([S:22]([NH2:25])(=[O:24])=[O:23])=[C:19]([CH3:26])[CH:18]=2)([CH2:15][CH3:16])[CH2:13][CH3:14])=[CH:8][C:7]=1[CH3:27].[CH3:31][O:32][CH2:33][C:34](O)=[O:35]>>[CH3:31][O:32][CH2:33][C:34]([NH:25][S:22]([C:20]1[S:21][C:17]([C:12]([C:9]2[CH:10]=[CH:11][C:6]([O:5][CH2:4][C:3](=[O:28])[C:2]([CH3:1])([CH3:29])[CH3:30])=[C:7]([CH3:27])[CH:8]=2)([CH2:13][CH3:14])[CH2:15][CH3:16])=[CH:18][C:19]=1[CH3:26])(=[O:24])=[O:23])=[O:35]. Procedure details: Using a procedure analogous to Example 163, 5-{1-[4-(3,3-dimethyl-2-oxo-butoxy)-3-methyl-phenyl]-1-ethyl-propyl}-3-methyl-thiophene-2-sulfonic acid amide and methoxy-acetic acid give the title compound (84%). Product: COCC(=O)NS(=O)(=O)C=1SC(=CC1C)C(CC)(CC)C1=CC(=C(C=C1)OCC(C(C)(C)C)=O)C (5-{1-[4-(3,3-Dimethyl-2-oxo-butoxy)-3-methyl-phenyl]-1-ethyl-propyl}-3-methyl-thiophene-2-sulfonic acid (2-methoxy-acetyl)-amide). The reactants are CC(C(COC1=C(C=C(C=C1)C(CC)(CC)C1=CC(=C(S1)S(=O)(=O)N)C)C)=O)(C)C (5-{1-[4-(3,3-dimethyl-2-oxo-butoxy)-3-methyl-phenyl]-1-ethyl-propyl}-3-methyl-thiophene-2-sulfonic acid amide), COCC(=O)O (methoxy-acetic acid). Yield: 84.0%. Starting materials: CS(=O)(=O)OC=1C=CC2=C(C(C(O2)N2CCOCC2)(C)C)C1 (2,3-dihydro-3,3-dimethyl-2-morpholinobenzofuran-5-yl methanesulphonate), product, O (water). Run in Cl (hydrochloric acid). Yields the product CS(=O)(=O)OC=1C=CC2=C(C(C(O2)O)(C)C)C1 (2,3-dihydro-3,3-dimethyl-2-hydroxybenzofuran-5-yl methanesulphonate). As a reaction SMILES: [CH3:1][S:2]([O:5][C:6]1[CH:7]=[CH:8][C:9]2[O:13][CH:12](N3CCOCC3)[C:11]([CH3:21])([CH3:20])[C:10]=2[CH:22]=1)(=[O:4])=[O:3].[OH2:23]>Cl>[CH3:1][S:2]([O:5][C:6]1[CH:7]=[CH:8][C:9]2[O:13][CH:12]([OH:23])[C:11]([CH3:21])([CH3:20])[C:10]=2[CH:22]=1)(=[O:4])=[O:3]. Procedure: A suspension of 2,3-dihydro-3,3-dimethyl-2-morpholinobenzofuran-5-yl methanesulphonate (product of Example 2) (24.9 parts) in water (50 parts) and hydrochloric acid (22.4 parts) was rapidly heated to 90°-100° C. and then cooled after 2 minutes. The crude product was extracted into ether (3×60 parts) and the extracts washed with water (2×50 parts), dried with sodium sulphate and evaporated to leave a gum which crystallised to give 2,3-dihydro-3,3-dimethyl-2-hydroxybenzofuran-5-yl methanesulphonat...